This data is from the Open Reaction Database (ORD), a public repository of structured organic reaction records. The task is: describe an organic reaction: reactants, conditions, products, and yield Reactants: Cl (Hydrochloric acid), ClC=1N(C(=CC1C=O)C1=CC=CC=C1)S(=O)(=O)C1=CC=C(C=C1)C(F)(F)F (2-Chloro-5-phenyl-1-{[4-(trifluoromethyl)phenyl]sulfonyl}-1H-pyrrole-3-carbaldehyde), CO.CN (methylamine methanol), [BH4-].[Na+] (Sodium borohydride), C(O)([O-])=O.[Na+] (sodium hydrogencarbonate). Solvent: CO (methanol). Conditions: time 30 minute. Yields the product Cl.ClC=1N(C(=CC1CNC)C1=CC=CC=C1)S(=O)(=O)C1=CC=C(C=C1)C(F)(F)F (1-(2-Chloro-5-phenyl-1-{[4-(trifluoromethyl)phenyl]sulfonyl}-1H-pyrrol-3-yl)-N-methylmethanamine hydrochloride). Isolated yield 108.9%. RXN SMILES: [Cl:1][C:2]1[N:3]([S:15]([C:18]2[CH:23]=[CH:22][C:21]([C:24]([F:27])([F:26])[F:25])=[CH:20][CH:19]=2)(=[O:17])=[O:16])[C:4]([C:9]2[CH:14]=[CH:13][CH:12]=[CH:11][CH:10]=2)=[CH:5][C:6]=1[CH:7]=O.CO.[CH3:30][NH2:31].[BH4-].[Na+].Cl.C(=O)([O-])O.[Na+]>CO>[ClH:1].[Cl:1][C:2]1[N:3]([S:15]([C:18]2[CH:23]=[CH:22][C:21]([C:24]([F:27])([F:26])[F:25])=[CH:20][CH:19]=2)(=[O:17])=[O:16])[C:4]([C:9]2[CH:14]=[CH:13][CH:12]=[CH:11][CH:10]=2)=[CH:5][C:6]=1[CH2:7][NH:31][CH3:30] |f:1.2,3.4,6.7,9.10|. Reported procedure: 2-Chloro-5-phenyl-1-{[4-(trifluoromethyl)phenyl]sulfonyl}-1H-pyrrole-3-carbaldehyde (160 mg) was dissolved in methanol (20 mL), 40% methylamine methanol solution (150 mg) was added at room temperature, and the mixture was stirred for 30 min. Sodium borohydride (44 mg) was added at room temperature, and the mixture was stirred for 10 min. 1 mol/L Hydrochloric acid (10 mL) was added, and the mixture was stirred for 5 min. The reaction mixture was alkalized with a saturated aqueous sodium hydrogenc... The product is COCCCc1cc(CO)c2ccccc2n1. Starting materials: CCCOC(=O)c1cc(CCCOC)nc2ccccc12, CC(C)C[AlH]CC(C)C, Cc1ccccc1. RXN SMILES: [CH3:1][O:2][CH2:3][CH2:4][CH2:5][c:6]1[n:7][c:8]2[cH:9][cH:10][cH:11][cH:12][c:13]2[c:14]([C:16](=[O:17])[O:18][CH2:19][CH2:20][CH3:21])[cH:15]1.[CH3:22][CH:23]([CH2:24][AlH:25][CH2:26][CH:27]([CH3:28])[CH3:29])[CH3:30].[CH3:31][c:32]1[cH:33][cH:34][cH:35][cH:36][cH:37]1>>[CH3:1][O:2][CH2:3][CH2:4][CH2:5][c:6]1[n:7][c:8]2[cH:9][cH:10][cH:11][cH:12][c:13]2[c:14]([CH2:16][OH:17])[cH:15]1. Starting materials: C(=O)(O)[O-].[Na+] (NaHCO3), FC=1C=C(C=O)C=C(C1)F (3,5-Difluorobenzaldehyde), N1CCCC1 (pyrrolidine), C(C)(=O)O[BH-](OC(C)=O)OC(C)=O.[Na+] (sodium triacetoxyborohydride). Solvent: C1CCOC1 (THF), CCOC(=O)C (EtOAc). Reaction conditions: time 30 minute. The product is FC=1C=C(CN2CCCC2)C=C(C1)F (1-(3,5-difluorobenzyl)pyrrolidine). Isolated yield 73.7%. Reaction SMILES: [F:1][C:2]1[CH:3]=[C:4]([CH:7]=[C:8]([F:10])[CH:9]=1)[CH:5]=O.[NH:11]1[CH2:15][CH2:14][CH2:13][CH2:12]1.C(O[BH-](OC(=O)C)OC(=O)C)(=O)C.[Na+].C([O-])(O)=O.[Na+]>C1COCC1.CCOC(C)=O>[F:1][C:2]1[CH:3]=[C:4]([CH:7]=[C:8]([F:10])[CH:9]=1)[CH2:5][N:11]1[CH2:15][CH2:14][CH2:13][CH2:12]1 |f:2.3,4.5|. Procedure details: 3,5-Difluorobenzaldehyde (2.0 mL, 18.24 mmol), pyrrolidine (1.8 mL, 21.56 mmol), and sodium triacetoxyborohydride (5.8 g, 27.4 mmol) were stirred in THF (50 mL) for 16 h at room temperature. Saturated aqueous NaHCO3 (30 mL) was added and after stirring for 30 min, EtOAc (50 mL) was added. The organic phase was separated and washed with brine, dried over MgSO4 and concentrated to afford 2.65 g (74%) of 1-(3,5-difluorobenzyl)pyrrolidine as a slightly cloudy oil: 1H NMR (CDCl3) δ 6.88-6.83 (m, 1H),... The reactants are C(C1=CC=CC=C1)C1=C(N=C(S1)C1=C(C=CC(=C1)F)F)[C@@H](C(C)(C)C)N(C(=O)[C@H]1OCCC1)C[C@@H]1CN(C[C@@H]1F)C(=O)OCC1=CC=CC=C1 ((3R,4R)-benzyl 3-(((S)-N-((R)-1-(5-benzyl-2-(2,5-difluorophenyl)thiazol-4-yl)-2,2-dimethylpropyl)tetrahydrofuran-2-carboxamido)methyl)-4-fluoropyrrolidine-1-carboxylate). The reagents and catalysts are [Pd] (Pd/C). The solvent is C(C)O (ethanol). Run at time 2 hour. The product is C(C1=CC=CC=C1)C1=C(N=C(S1)C1=C(C=CC(=C1)F)F)[C@@H](C(C)(C)C)N(C(=O)[C@H]1OCCC1)C[C@@H]1CNC[C@@H]1F ((S)-N-((R)-1-(5-benzyl-2-(2,5-difluorophenyl)thiazol-4-yl)-2,2-dimethylpropyl)-N-(((3S,4R)-4-fluoropyrrolidin-3-yl)methyl)tetrahydrofuran-2-carboxamide), amine. RXN SMILES: [CH2:1]([C:8]1[S:12][C:11]([C:13]2[CH:18]=[C:17]([F:19])[CH:16]=[CH:15][C:14]=2[F:20])=[N:10][C:9]=1[C@H:21]([N:26]([CH2:34][C@H:35]1[C@@H:39]([F:40])[CH2:38][N:37](C(OCC2C=CC=CC=2)=O)[CH2:36]1)[C:27]([C@@H:29]1[CH2:33][CH2:32][CH2:31][O:30]1)=[O:28])[C:22]([CH3:25])([CH3:24])[CH3:23])[C:2]1[CH:7]=[CH:6][CH:5]=[CH:4][CH:3]=1>C(O)C.[Pd]>[CH2:1]([C:8]1[S:12][C:11]([C:13]2[CH:18]=[C:17]([F:19])[CH:16]=[CH:15][C:14]=2[F:20])=[N:10][C:9]=1[C@H:21]([N:26]([CH2:34][C@H:35]1[C@@H:39]([F:40])[CH2:38][NH:37][CH2:36]1)[C:27]([C@@H:29]1[CH2:33][CH2:32][CH2:31][O:30]1)=[O:28])[C:22]([CH3:25])([CH3:24])[CH3:23])[C:2]1[CH:3]=[CH:4][CH:5]=[CH:6][CH:7]=1. Procedure details: To a solution of ((3R,4R)-benzyl 3-(((S)-N-((R)-1-(5-benzyl-2-(2,5-difluorophenyl)thiazol-4-yl)-2,2-dimethylpropyl)tetrahydrofuran-2-carboxamido)methyl)-4-fluoropyrrolidine-1-carboxylate (30 mg, 0.043 mmol) in degassed ethanol (0.5 mL, 0.1 M solution) was added Pd/C (3 mg, 10 wt %) under anhydrous N2 atmosphere. After flushed with hydrogen gas, the reaction mixture equipped with a hydrogen gas balloon was stirred at room temperature for 2 h. The reaction mixture was filtered through Celite® pad ... The reactants are ClCCl, O=C(Cl)Cl, COc1ccccc1-c1cn(S(=O)(=O)c2ccc(C)cc2)c2ncc(-c3ccc(N)c(C(=O)N(C)C)c3)cc12. Product: COc1ccccc1-c1cn(S(=O)(=O)c2ccc(C)cc2)c2ncc(-c3ccc(N=C=O)c(C(=O)N(C)C)c3)cc12. As a reaction SMILES: [CH2:44]([Cl:45])[Cl:46].[Cl:40][C:41]([Cl:42])=[O:43].[NH2:1][c:2]1[c:3]([C:4](=[O:5])[N:6]([CH3:7])[CH3:8])[cH:9][c:10](-[c:13]2[cH:14][c:15]3[c:16]([n:17][cH:18]2)[n:19]([S:30](=[O:31])(=[O:32])[c:33]2[cH:34][cH:35][c:36]([CH3:39])[cH:37][cH:38]2)[cH:20][c:21]3-[c:22]2[c:23]([O:28][CH3:29])[cH:24][cH:25][cH:26][cH:27]2)[cH:11][cH:12]1>>[N:1]([c:2]1[c:3]([C:4](=[O:5])[N:6]([CH3:7])[CH3:8])[cH:9][c:10](-[c:13]2[cH:14][c:15]3[c:16]([n:17][cH:18]2)[n:19]([S:30](=[O:31])(=[O:32])[c:33]2[cH:34][cH:35][c:36]([CH3:39])[cH:37][cH:38]2)[cH:20][c:21]3-[c:22]2[c:23]([O:28][CH3:29])[cH:24][cH:25][cH:26][cH:27]2)[cH:11][cH:12]1)=[C:41]=[O:43]. The reactants are FC(C(=O)O)(F)F (Trifluoroacetic acid), Cl (HCl), C(C)(C)NC(=O)C1=CN(C2=NC=C(N=C21)C2=NN(C1=CC(=CC(=C21)F)Cl)CCN(C)C)COCC[Si](C)(C)C (2-[6-Chloro-1-(2-dimethylamino-ethyl)-4-fluoro-1H-indazol-3-yl]-5-(2-trimethylsilanylethoxymethyl)-5H-pyrrolo[2,3-b]pyrazine-7-carboxylic acid isopropylamide), C(CN)N (Ethylenediamine). Run in O1CCOCC1 (1,4-dioxane), C(C)(=O)OCC (ethyl acetate), O (Water), ClCCl (dichloromethane), CO.ClCCl (methanol dichloromethane). Run at time 2 hour. Yields the product Cl.C(C)(C)NC(=O)C1=CNC2=NC=C(N=C21)C2=NN(C1=CC(=CC(=C21)F)Cl)CCN(C)C (2-[6-chloro-1-(2-dimethylamino-ethyl)-4-fluoro-1H-indazol-3-yl]-5H-pyrrolo[2,3-b]pyrazine-7-carboxylic acid isopropylamide hydrochloride). Isolated yield 124.9%. RXN SMILES: [CH:1]([NH:4][C:5]([C:7]1[C:15]2[C:10](=[N:11][CH:12]=[C:13]([C:16]3[C:24]4[C:19](=[CH:20][C:21]([Cl:26])=[CH:22][C:23]=4[F:25])[N:18]([CH2:27][CH2:28][N:29]([CH3:31])[CH3:30])[N:17]=3)[N:14]=2)[N:9](COCC[Si](C)(C)C)[CH:8]=1)=[O:6])([CH3:3])[CH3:2].FC(F)(F)C(O)=O.C(N)CN.Cl>ClCCl.CO.ClCCl.O1CCOCC1.C(OCC)(=O)C.O>[ClH:26].[CH:1]([NH:4][C:5]([C:7]1[C:15]2[C:10](=[N:11][CH:12]=[C:13]([C:16]3[C:24]4[C:19](=[CH:20][C:21]([Cl:26])=[CH:22][C:23]=4[F:25])[N:18]([CH2:27][CH2:28][N:29]([CH3:31])[CH3:30])[N:17]=3)[N:14]=2)[NH:9][CH:8]=1)=[O:6])([CH3:3])[CH3:2] |f:5.6,10.11|. Procedure details: 2-[6-Chloro-1-(2-dimethylamino-ethyl)-4-fluoro-1H-indazol-3-yl]-5-(2-trimethylsilanylethoxymethyl)-5H-pyrrolo[2,3-b]pyrazine-7-carboxylic acid isopropylamide (35 mg, 0.06 mmol) was dissolved in dichloromethane (1.6 ml) and cooled in ice bath. Trifluoroacetic acid (0.8 ml) was slowly added and the reaction was stirred at room temperature for 2 h. The reaction was evaporated and the residue was dissolved in dichloromethane (1 ml). Ethylenediamine (0.25 ml, 3.7 mmol) was added and the mixture was s... Reactants: CO, Cl, [K+], CS(=O)(=O)Nc1ccc(CN)cc1, COCCc1ccc(OCC2CO2)cc1, [OH-], O. Yields the product Cl, COCCc1ccc(OCC(O)CNCc2ccc(NS(C)(=O)=O)cc2)cc1. Reaction SMILES: [CH3:33][OH:34].[ClH:16].[K+:32].[NH2:17][CH2:18][c:19]1[cH:20][cH:21][c:22]([NH:25][S:26](=[O:27])(=[O:28])[CH3:29])[cH:23][cH:24]1.[O:1]1[CH2:2][CH:3]1[CH2:4][O:5][c:6]1[cH:7][cH:8][c:9]([CH2:12][CH2:13][O:14][CH3:15])[cH:10][cH:11]1.[OH-:31].[OH2:30]>>[ClH:16].[OH:1][CH:3]([CH2:2][NH:17][CH2:18][c:19]1[cH:20][cH:21][c:22]([NH:25][S:26](=[O:27])(=[O:28])[CH3:29])[cH:23][cH:24]1)[CH2:4][O:5][c:6]1[cH:7][cH:8][c:9]([CH2:12][CH2:13][O:14][CH3:15])[cH:10][cH:11]1. Starting materials: [BH4-].[Na+] (sodium borohydride), CC1=CC=C(COC(=O)N[C@@H](CC2=CC=C(C=C2)O)C(=O)OC)C=C1 (methyl N-(4-methylbenzyloxycarbonyl)-tyrosinate). Solvent: CO (methanol), CO (methanol). Product: CC1=CC=C(COC(=O)N[C@@H](CC2=CC=C(C=C2)O)CO)C=C1 (N-(4-methylbenzyloxycarbonyl)-tyrosinol). Yield: 73.5%. Reaction SMILES: [BH4-].[Na+].[CH3:3][C:4]1[CH:27]=[CH:26][C:7]([CH2:8][O:9][C:10]([NH:12][C@H:13]([C:22](OC)=[O:23])[CH2:14][C:15]2[CH:20]=[CH:19][C:18]([OH:21])=[CH:17][CH:16]=2)=[O:11])=[CH:6][CH:5]=1>CO>[CH3:3][C:4]1[CH:5]=[CH:6][C:7]([CH2:8][O:9][C:10]([NH:12][C@H:13]([CH2:22][OH:23])[CH2:14][C:15]2[CH:16]=[CH:17][C:18]([OH:21])=[CH:19][CH:20]=2)=[O:11])=[CH:26][CH:27]=1 |f:0.1|. Procedure: In 150 ml of 50% aqueous methanol, 13.1 g of sodium borohydride was added with stirring while cooling with ice. To the mixture was added dropwise 250 ml of a methanol solution containing 26.5 g of methyl N-(4-methylbenzyloxycarbonyl)-tyrosinate. The mixture was stirred while cooling with ice for two hours and at room temperature for four hours. After neutralization with 10% hydrochloric acid, the mixture was concentrated in vacuo and extracted with ethyl acetate. The extrac was washed with water... Reported procedure: tert-Butyl 4-(2-fluoroethyl)piperazine-1-carboxylate (460 mg) was dissolved in EtOAc (5 ml), and 4 M hydrogen chloride/EtOAc (2.5 ml) was added thereto. After stirring at room temperature for 7 hours, the precipitated solid was collected by filtration to obtain 1-(2-fluoroethyl)piperazine dihydrochloride (406 mg). The reactants are FCCN1CCN(CC1)C(=O)OC(C)(C)C (tert-Butyl 4-(2-fluoroethyl)piperazine-1-carboxylate), Cl.CCOC(=O)C (hydrogen chloride EtOAc). Product: Cl.Cl.FCCN1CCNCC1 (1-(2-fluoroethyl)piperazine dihydrochloride). As a reaction SMILES: [F:1][CH2:2][CH2:3][N:4]1[CH2:9][CH2:8][N:7](C(OC(C)(C)C)=O)[CH2:6][CH2:5]1.[ClH:17].CCOC(C)=O>CCOC(C)=O>[ClH:17].[ClH:17].[F:1][CH2:2][CH2:3][N:4]1[CH2:9][CH2:8][NH:7][CH2:6][CH2:5]1 |f:1.2,4.5.6|. Run in CCOC(=O)C (EtOAc). Run at time 7 hour.